Dataset: the Open Reaction Database (ORD), a public repository of structured organic reaction records. Task: describe an organic reaction: reactants, conditions, products, and yield Starting materials: O.[OH-].[Li+] (lithium hydroxide monohydrate), C1(CCCC1)C(C(=O)NCCCC1(CC1)CC(=O)OC)C1=CC=C(C=C1)CN1N=C(OCC1=O)C1=CC=CC=C1 (methyl (1-{3-[(cyclopentyl{4-[(5-oxo-2-phenyl-5,6-dihydro-4H-1,3,4-oxadiazin-4-yl)methyl]phenyl}acetyl)amino]propyl}cyclopropyl)acetate). Reported procedure: 71 mg (1.69 mmol) of lithium hydroxide monohydrate were added to a solution of 230 mg (0.42 mmol) of methyl (1-{3-[(cyclopentyl{4-[(5-oxo-2-phenyl-5,6-dihydro-4H-1,3,4-oxadiazin-4-yl)methyl]phenyl}acetyl)amino]propyl}cyclopropyl)acetate in 2.8 ml of THF and 1.4 ml of water, and the mixture was stirred at RT overnight. After the reaction had gone to completion, the THF was removed under reduced pressure and the reaction solution was diluted with water and then adjusted to pH 2 with 1 M hydrochlor... As a reaction SMILES: O.[OH-].[Li+].[CH:4]1([CH:9]([C:24]2[CH:29]=[CH:28][C:27]([CH2:30][N:31]3[C:36](=[O:37])[CH2:35][O:34][C:33]([C:38]4[CH:43]=[CH:42][CH:41]=[CH:40][CH:39]=4)=[N:32]3)=[CH:26][CH:25]=2)[C:10]([NH:12][CH2:13][CH2:14][CH2:15][C:16]2([CH2:19][C:20]([O:22]C)=[O:21])[CH2:18][CH2:17]2)=[O:11])[CH2:8][CH2:7][CH2:6][CH2:5]1>C1COCC1.O>[CH:4]1([CH:9]([C:24]2[CH:25]=[CH:26][C:27]([CH2:30][N:31]3[C:36](=[O:37])[CH2:35][O:34][C:33]([C:38]4[CH:43]=[CH:42][CH:41]=[CH:40][CH:39]=4)=[N:32]3)=[CH:28][CH:29]=2)[C:10]([NH:12][CH2:13][CH2:14][CH2:15][C:16]2([CH2:19][C:20]([OH:22])=[O:21])[CH2:18][CH2:17]2)=[O:11])[CH2:5][CH2:6][CH2:7][CH2:8]1 |f:0.1.2|. The solvent is C1CCOC1 (THF), O (water). Yields the product C1(CCCC1)C(C(=O)NCCCC1(CC1)CC(=O)O)C1=CC=C(C=C1)CN1N=C(OCC1=O)C1=CC=CC=C1 ((1-{3-[(Cyclopentyl{4-[(5-oxo-2-phenyl-5,6-dihydro-4H-1,3,4-oxadiazin-4-yl)methyl]phenyl}-acetyl)amino]propyl}cyclopropyl)acetic Acid). Conditions: time 8 hour. The reactants are COC=1C=C(C=C(C1OC)OC)B(O)O (3,4,5-trimethoxyphenylboronic acid), dichloro[1,2-bis(diphenylphosphino)ethane]palladium, C([O-])([O-])=O.[Na+].[Na+] (sodium carbonate), ClC1=NC=C(C=C1)Cl (2,5-dichioropyridine). Solvent: ethanol-toluene, O (water). Run at temperature 100 celsius, time 3 hour. Product: ClC=1C=CC(=NC1)C1=CC(=C(C(=C1)OC)OC)OC (5-Chloro-2-(3,4,5-trimethoxyphenyl)pyridine). Isolated yield 73.8%. RXN SMILES: [CH3:1][O:2][C:3]1[CH:4]=[C:5](B(O)O)[CH:6]=[C:7]([O:11][CH3:12])[C:8]=1[O:9][CH3:10].C(=O)([O-])[O-].[Na+].[Na+].Cl[C:23]1[CH:28]=[CH:27][C:26]([Cl:29])=[CH:25][N:24]=1>O>[Cl:29][C:26]1[CH:27]=[CH:28][C:23]([C:5]2[CH:4]=[C:3]([O:2][CH3:1])[C:8]([O:9][CH3:10])=[C:7]([O:11][CH3:12])[CH:6]=2)=[N:24][CH:25]=1 |f:1.2.3|. Procedure details: Under argon, 3,4,5-trimethoxyphenylboronic acid (5.05 g, 24.0 mmol), dichloro[1,2-bis(diphenylphosphino)ethane]palladium (574.0 mg, 1.00 mmol) and a 2.0 M aqueous sodium carbonate (20 mL, 40 mmol) were added to a solution of 2,5-dichioropyridine (2.95 g, 20.0 mmol) in ethanol-toluene (1:5, 54.0 mL). After stirring at 100° C. for 3 hours, water was added, and the mixture was extracted with ethyl acetate. The organic layer was dried over anhydrous sodium sulfate and concentrated under reduced pres...